This data is from the Open Reaction Database (ORD), a public repository of structured organic reaction records. The task is: describe an organic reaction: reactants, conditions, products, and yield Yields the product NC1=NC(=NC=C1C(=O)C1=C(C=CC(=C1)F)OC)NC1CCN(CC1)S(=O)(=O)CCCN[C@@H](CC)CO ((4-Amino-2-[1-[3-((S)-1-hydroxymethyl-propylamino)-propan-1-sulfonyl]-piperidin-4-ylamino]-pyrimidin-5-yl)-(5-fluoro-2-methoxy-phenyl)-methanone). Procedure details: The compound was prepared from [4-amino-2-[1-(3-chloro-propane-1-sulfonyl)-piperidin-4-ylamino]-pyrimidin-5-yl]-(5-fluoro-2-methoxy-phenyl)-methanone (Example 242) and (S)-2-amino-1-butanol (Aldrich) in an analogous manner as described in Example 227. HR-MS (ES, m/z) calculated for C24H36N6O5SF [(M+H)+] 539.2447, observed 539.2449. RXN SMILES: [NH2:1][C:2]1[C:7]([C:8]([C:10]2[CH:15]=[C:14]([F:16])[CH:13]=[CH:12][C:11]=2[O:17][CH3:18])=[O:9])=[CH:6][N:5]=[C:4]([NH:19][CH:20]2[CH2:25][CH2:24][N:23]([S:26]([CH2:29][CH2:30][CH2:31]Cl)(=[O:28])=[O:27])[CH2:22][CH2:21]2)[N:3]=1.[NH2:33][C@@H:34]([CH2:37][CH3:38])[CH2:35][OH:36]>>[NH2:1][C:2]1[C:7]([C:8]([C:10]2[CH:15]=[C:14]([F:16])[CH:13]=[CH:12][C:11]=2[O:17][CH3:18])=[O:9])=[CH:6][N:5]=[C:4]([NH:19][CH:20]2[CH2:25][CH2:24][N:23]([S:26]([CH2:29][CH2:30][CH2:31][NH:33][C@H:34]([CH2:35][OH:36])[CH2:37][CH3:38])(=[O:28])=[O:27])[CH2:22][CH2:21]2)[N:3]=1. Starting materials: NC1=NC(=NC=C1C(=O)C1=C(C=CC(=C1)F)OC)NC1CCN(CC1)S(=O)(=O)CCCCl ([4-Amino-2-[1-(3-chloro-propane-1-sulfonyl)-piperidin-4-ylamino]-pyrimidin-5-yl]-(5-fluoro-2-methoxy-phenyl)-methanone), N[C@H](CO)CC ((S)-2-amino-1-butanol). Product: CCC(CC)Nc1nc(C)nc(N2CCc3cc(Cl)cc(Cl)c32)c1Br. RXN SMILES: [Br-:25].[Br-:26].[Br-:27].[Cl:1][c:2]1[cH:3][c:4]2[c:8]([c:9]([Cl:11])[cH:10]1)[N:7]([c:12]1[n:13][c:14]([CH3:24])[n:15][c:16]([NH:18][CH:19]([CH2:20][CH3:21])[CH2:22][CH3:23])[cH:17]1)[CH2:6][CH2:5]2.[Cl:46][CH2:47][Cl:48].[nH+:28]1[cH:29][cH:30][cH:31][cH:32][cH:33]1.[nH+:34]1[cH:35][cH:36][cH:37][cH:38][cH:39]1.[nH+:40]1[cH:41][cH:42][cH:43][cH:44][cH:45]1>>[Cl:1][c:2]1[cH:3][c:4]2[c:8]([c:9]([Cl:11])[cH:10]1)[N:7]([c:12]1[n:13][c:14]([CH3:24])[n:15][c:16]([NH:18][CH:19]([CH2:20][CH3:21])[CH2:22][CH3:23])[c:17]1[Br:25])[CH2:6][CH2:5]2. Starting materials: [Br-], [Br-], [Br-], CCC(CC)Nc1cc(N2CCc3cc(Cl)cc(Cl)c32)nc(C)n1, ClCCl, c1cc[nH+]cc1, c1cc[nH+]cc1, c1cc[nH+]cc1.